This data is from the Open Reaction Database (ORD), a public repository of structured organic reaction records. The task is: describe an organic reaction: reactants, conditions, products, and yield Starting materials: [OH-].[Na+] (sodium hydroxide), COC(CC1=CC=C(C=C1)C1=C(C=C(C=C1C)C(CC)(C1=CC(=C(C=C1)\C=C\C(CC)(O)CC)C)CC)C)=O ((E)-(4′-{1-ethyl-1-[4-(3-ethyl-3-hydroxy-1-pentenyl)-3-methyl-phenyl]-propyl}-2′,6′-dimethyl-biphenyl-4-yl)acetic acid methyl ester), [Cl-].[NH4+] (ammonium chloride). The solvent is CO.O1CCCC1 (methanol tetrahydrofuran). Run at time 10 hour. The product is C(C)C(CC)(C1=CC(=C(C=C1)\C=C\C(CC)(O)CC)C)C1=CC(=C(C(=C1)C)C1=CC=C(C=C1)CC(=O)O)C ((E)-(4′-{1-ethyl-1-[4-(3-ethyl-3-hydroxy-1-pentenyl)-3-methyl-phenyl]-propyl}-2′,6′-dimethyl-biphenyl-4-yl)-acetic Acid). Isolated yield 83.9%. Reaction SMILES: [OH-].[Na+].C[O:4][C:5](=[O:41])[CH2:6][C:7]1[CH:12]=[CH:11][C:10]([C:13]2[C:18]([CH3:19])=[CH:17][C:16]([C:20]([CH2:38][CH3:39])([C:23]3[CH:28]=[CH:27][C:26](/[CH:29]=[CH:30]/[C:31]([CH2:35][CH3:36])([OH:34])[CH2:32][CH3:33])=[C:25]([CH3:37])[CH:24]=3)[CH2:21][CH3:22])=[CH:15][C:14]=2[CH3:40])=[CH:9][CH:8]=1.[Cl-].[NH4+]>CO.O1CCCC1>[CH2:21]([C:20]([C:16]1[CH:15]=[C:14]([CH3:40])[C:13]([C:10]2[CH:11]=[CH:12][C:7]([CH2:6][C:5]([OH:41])=[O:4])=[CH:8][CH:9]=2)=[C:18]([CH3:19])[CH:17]=1)([C:23]1[CH:28]=[CH:27][C:26](/[CH:29]=[CH:30]/[C:31]([CH2:32][CH3:33])([OH:34])[CH2:35][CH3:36])=[C:25]([CH3:37])[CH:24]=1)[CH2:38][CH3:39])[CH3:22] |f:0.1,3.4,5.6|. Procedure: A 1 N sodium hydroxide aqueous solution (0.181 mL, 0.181 mmol) was added to a solution of (E)-(4′-{1-ethyl-1-[4-(3-ethyl-3-hydroxy-1-pentenyl)-3-methyl-phenyl]-propyl}-2′,6′-dimethyl-biphenyl-4-yl)acetic acid methyl ester (Example 58-(1); 31.8 mg, 0.060 mmol) in methanol-tetrahydrofuran (1:1, 4 mL), and the mixture was stirred at room temperature for 10 hours. The reaction mixture was then poured into a saturated aqueous ammonium chloride solution, followed by extraction with dichloromethane. Th... Reactants: CNC(=O)c1[nH]c(C(C)(C)C)cc1N, ClCCl, Cc1ccc(N=C=O)cc1. Yields the product CNC(=O)c1[nH]c(C(C)(C)C)cc1NC(=O)Nc1ccc(C)cc1. Reaction SMILES: [CH3:1][NH:2][C:3](=[O:4])[c:5]1[nH:6][c:7]([C:11]([CH3:12])([CH3:13])[CH3:14])[cH:8][c:9]1[NH2:10].[Cl:25][CH2:26][Cl:27].[c:15]1([CH3:24])[cH:16][cH:17][c:18]([N:21]=[C:22]=[O:23])[cH:19][cH:20]1>>[CH3:1][NH:2][C:3](=[O:4])[c:5]1[nH:6][c:7]([C:11]([CH3:12])([CH3:13])[CH3:14])[cH:8][c:9]1[NH:10][C:22]([NH:21][c:18]1[cH:17][cH:16][c:15]([CH3:24])[cH:20][cH:19]1)=[O:23].